From a dataset of the Open Reaction Database (ORD), a public repository of structured organic reaction records. describe an organic reaction: reactants, conditions, products, and yield The reactants are C1=CC=CC=2NC3=CC=CC=C3C(C12)=NNC(=S)N (9-acridanone thiosemicarbazone), C(C)(=O)[O-].[Na+] (sodium acetate), ClCC=O (chloroacetaldehyde). Solvent: CO (methanol). Yields the product S1C(=NC=C1)NN=C1C2=CC=CC=C2NC=2C=CC=CC12 (9-acridanone (2-thiazolyl)hydrazone). Reaction SMILES: [CH:1]1[C:14]2[C:13](=[N:15][NH:16][C:17]([NH2:19])=[S:18])[C:12]3[C:7](=[CH:8][CH:9]=[CH:10][CH:11]=3)[NH:6][C:5]=2[CH:4]=[CH:3][CH:2]=1.[C:20]([O-])(=O)[CH3:21].[Na+].ClCC=O>CO>[S:18]1[CH:21]=[CH:20][N:19]=[C:17]1[NH:16][N:15]=[C:13]1[C:12]2[CH:11]=[CH:10][CH:9]=[CH:8][C:7]=2[NH:6][C:5]2[C:14]1=[CH:1][CH:2]=[CH:3][CH:4]=2 |f:1.2|. Procedure details: 6.24 g of 9-acridanone thiosemicarbazone, 3.5 g of sodium acetate and 5.2 ml of chloroacetaldehyde (50 percent aqueous solution) in 200 ml of methanol are heated to boiling under reflux for 6 hours. After evaporation of the solvent, the residue is treated with water. The precipitated product is filtered and washed successively with water, a small amount of ethanol, ether and petroleum ether. There is obtained 9-acridanone (2-thiazolyl)hydrazone of melting point 208°-210° (decomposition). Starting materials: ClC=1C=C(C=CC1)NC=1N=CC(=C2C1N(C=C2C)C)C(=O)N2CCOCC2 (1-[7-(3-Chloro-phenylamino)-1,3-dimethyl-1H-pyrrolo[2,3-c]pyridin-4-yl]-1-morpholin-4-yl-methanone), Cl (hydrochloric acid). Reagents/catalysts: C(C)OCC (diethyl ether). Solvent: C(C)O (ethanol). Yields the product Cl.ClC=1C=C(C=CC1)NC=1N=CC(=C2C1N(C=C2C)C)C(=O)N2CCOCC2 (1-[7-(3-Chloro-phenylamino)-1,3-dimethyl-1H-pyrrolo[2,3-c]pyridin-4-yl]-1-morpholin-4-yl-methanone hydrochloride salt). Isolated yield 179.4%. Reaction SMILES: [Cl:1][C:2]1[CH:3]=[C:4]([NH:8][C:9]2[N:10]=[CH:11][C:12]([C:20]([N:22]3[CH2:27][CH2:26][O:25][CH2:24][CH2:23]3)=[O:21])=[C:13]3[C:17]([CH3:18])=[CH:16][N:15]([CH3:19])[C:14]=23)[CH:5]=[CH:6][CH:7]=1.Cl>C(O)C.C(OCC)C>[ClH:1].[Cl:1][C:2]1[CH:3]=[C:4]([NH:8][C:9]2[N:10]=[CH:11][C:12]([C:20]([N:22]3[CH2:23][CH2:24][O:25][CH2:26][CH2:27]3)=[O:21])=[C:13]3[C:17]([CH3:18])=[CH:16][N:15]([CH3:19])[C:14]=23)[CH:5]=[CH:6][CH:7]=1 |f:4.5|. Procedure: 1-[7-(3-Chloro-phenylamino)-1,3-dimethyl-1H-pyrrolo[2,3-c]pyridin-4-yl]-1-morpholin-4-yl-methanone (55 mg) was dissolved in warm ethanol (1 ml) and treated with a solution of 1M hydrochloric acid in diethyl ether (10 drops). The mixture was evaporated, triturated with diethyl ether and filtered off then dried at 40° C. under vacuum to afford the title compound (54 mg).